From a dataset of the Open Reaction Database (ORD), a public repository of structured organic reaction records. describe an organic reaction: reactants, conditions, products, and yield Solvent: O1CCOCC1 (dioxane), CO (methanol). The reactants are COC([C@H](CC1=CC=C(C=C1)C1=CC=C(C=C1)C#N)NC(=O)C1N(CC=2C=C3C(=CC2C1)OC[C@@H](O3)C3=CC=C(C=C3)OCC3=CC(=C(C=C3)Cl)Cl)S(=O)(=O)C3=C(N=C(S3)NC(C)=O)C)=O ((S)-2-({(S)-7-(2-Acetylamino-4-methyl-thiazole-5-sulfonyl)-3-[4-(3,4-dichloro-benzyloxy)-phenyl]-2,3,6,7,8,9-hexahydro-[1,4]dioxino[2,3-g]isoquinoline-8-carbonyl}-amino)-3-(4′-cyano-biphenyl-4-yl)-propionic acid methyl ester), Cl (HCl). Run at temperature 63 celsius. Yields the product COC([C@H](CC1=CC=C(C=C1)C1=CC=C(C=C1)C#N)NC(=O)C1N(CC=2C=C3C(=CC2C1)OC[C@@H](O3)C3=CC=C(C=C3)OCC3=CC(=C(C=C3)Cl)Cl)S(=O)(=O)C3=C(N=C(S3)N)C)=O ((S)-2-({(S)-7-(2-Amino-4-methyl-thiazole-5-sulfonyl)-3-[4-(3,4-dichloro-benzyloxy)-phenyl]-2,3,6,7,8,9-hexahydro-[1,4]dioxino[2,3-g]isoquinoline-8-carbonyl}-amino)-3-(4′-cyano-biphenyl-4-yl)-propionic acid methyl ester). Reported procedure: (S)-2-({(S)-7-(2-Acetylamino-4-methyl-thiazole-5-sulfonyl)-3-[4-(3,4-dichloro-benzyloxy)-phenyl]-2,3,6,7,8,9-hexahydro-[1,4]dioxino[2,3-g]isoquinoline-8-carbonyl}-amino)-3-(4′-cyano-biphenyl-4-yl)-propionic acid methyl ester (483 mg) was suspended in dry methanol (3 mL). To this solution was added 4N HCl in dioxane. The mixture was heated at 63° C. for 3-4 hours. Upon complete conversion, the mixture was concentrated to dryness. The solid was re dissolved in DCM 10 mL and was washed with Na2CO3 ... Isolated yield 85.1%. Reaction SMILES: [CH3:1][O:2][C:3](=[O:66])[C@@H:4]([NH:20][C:21]([CH:23]1[CH2:32][C:31]2[CH:30]=[C:29]3[O:33][CH2:34][C@H:35]([C:37]4[CH:42]=[CH:41][C:40]([O:43][CH2:44][C:45]5[CH:50]=[CH:49][C:48]([Cl:51])=[C:47]([Cl:52])[CH:46]=5)=[CH:39][CH:38]=4)[O:36][C:28]3=[CH:27][C:26]=2[CH2:25][N:24]1[S:53]([C:56]1[S:60][C:59]([NH:61]C(=O)C)=[N:58][C:57]=1[CH3:65])(=[O:55])=[O:54])=[O:22])[CH2:5][C:6]1[CH:11]=[CH:10][C:9]([C:12]2[CH:17]=[CH:16][C:15]([C:18]#[N:19])=[CH:14][CH:13]=2)=[CH:8][CH:7]=1.Cl>CO.O1CCOCC1>[CH3:1][O:2][C:3](=[O:66])[C@@H:4]([NH:20][C:21]([CH:23]1[CH2:32][C:31]2[CH:30]=[C:29]3[O:33][CH2:34][C@H:35]([C:37]4[CH:38]=[CH:39][C:40]([O:43][CH2:44][C:45]5[CH:50]=[CH:49][C:48]([Cl:51])=[C:47]([Cl:52])[CH:46]=5)=[CH:41][CH:42]=4)[O:36][C:28]3=[CH:27][C:26]=2[CH2:25][N:24]1[S:53]([C:56]1[S:60][C:59]([NH2:61])=[N:58][C:57]=1[CH3:65])(=[O:55])=[O:54])=[O:22])[CH2:5][C:6]1[CH:7]=[CH:8][C:9]([C:12]2[CH:17]=[CH:16][C:15]([C:18]#[N:19])=[CH:14][CH:13]=2)=[CH:10][CH:11]=1. Starting materials: Cc1ccccc1, O=S(=O)(Cl)c1cc(-c2ncc(C(F)(F)F)cc2Cl)ccc1Cl, Cl, Nc1cc(Cl)sc1Cl, c1ccncc1. Product: O=S(=O)(Nc1cc(Cl)sc1Cl)c1cc(-c2ncc(C(F)(F)F)cc2Cl)ccc1Cl. As a reaction SMILES: [CH3:32][c:33]1[cH:34][cH:35][cH:36][cH:37][cH:38]1.[Cl:1][c:2]1[c:3](-[c:12]2[cH:13][c:14]([S:19](=[O:20])(=[O:21])[Cl:22])[c:15]([Cl:18])[cH:16][cH:17]2)[n:4][cH:5][c:6]([C:8]([F:9])([F:10])[F:11])[cH:7]1.[ClH:23].[NH2:24][c:25]1[c:26]([Cl:31])[s:27][c:28]([Cl:30])[cH:29]1.[cH:39]1[cH:40][cH:41][n:42][cH:43][cH:44]1>>[Cl:1][c:2]1[c:3](-[c:12]2[cH:13][c:14]([S:19](=[O:20])(=[O:21])[NH:24][c:25]3[c:26]([Cl:31])[s:27][c:28]([Cl:30])[cH:29]3)[c:15]([Cl:18])[cH:16][cH:17]2)[n:4][cH:5][c:6]([C:8]([F:9])([F:10])[F:11])[cH:7]1. Starting materials: Brc1ccncc1, O=C([O-])[O-], O=C1NC2CCC1CC2, Cl, [Cs+], [Cs+], c1ccc(P(c2ccccc2)(c2ccccc2)[Pd](P(c2ccccc2)(c2ccccc2)c2ccccc2)(P(c2ccccc2)(c2ccccc2)c2ccccc2)P(c2ccccc2)(c2ccccc2)c2ccccc2)cc1. Yields the product O=C1C2CCC(CC2)N1c1ccncc1. Reaction SMILES: [Br:11][c:12]1[cH:13][cH:14][n:15][cH:16][cH:17]1.[C:18](=[O:19])([O-:20])[O-:21].[CH:1]12[NH:2][C:3](=[O:9])[CH:4]([CH2:5][CH2:6]1)[CH2:7][CH2:8]2.[ClH:10].[Cs+:22].[Cs+:23].[cH:24]1[cH:25][cH:26][c:27]([P:28]([Pd:29]([P:30]([c:31]2[cH:32][cH:33][cH:34][cH:35][cH:36]2)([c:37]2[cH:38][cH:39][cH:40][cH:41][cH:42]2)[c:43]2[cH:44][cH:45][cH:46][cH:47][cH:48]2)([P:49]([c:50]2[cH:51][cH:52][cH:53][cH:54][cH:55]2)([c:56]2[cH:57][cH:58][cH:59][cH:60][cH:61]2)[c:62]2[cH:63][cH:64][cH:65][cH:66][cH:67]2)[P:68]([c:69]2[cH:70][cH:71][cH:72][cH:73][cH:74]2)([c:75]2[cH:76][cH:77][cH:78][cH:79][cH:80]2)[c:81]2[cH:82][cH:83][cH:84][cH:85][cH:86]2)([c:87]2[cH:88][cH:89][cH:90][cH:91][cH:92]2)[c:93]2[cH:94][cH:95][cH:96][cH:97][cH:98]2)[cH:99][cH:100]1>>[CH:1]12[N:2]([c:12]3[cH:13][cH:14][n:15][cH:16][cH:17]3)[C:3](=[O:9])[CH:4]([CH2:5][CH2:6]1)[CH2:7][CH2:8]2. The reactants are CC1(OC2=CC(=CC(=C2C(=C1)C1=CC=NC=C1)OC)CCCCC)C (2,2-Dimethyl-5-methoxy-7-n-pentyl-4-(4-pyridyl)-2H-chromene). Reagents/catalysts: [Pd] (palladium on charcoal). Run in C(C)O (ethanol). Yields the product CC1(OC2=CC(=CC(=C2C(C1)C1=CC=NC=C1)OC)CCCCC)C (2,2-dimethyl-5-methoxy-7-n-pentyl-4-(4-pyridyl) chroman). RXN SMILES: [CH3:1][C:2]1([CH3:25])[CH:11]=[C:10]([C:12]2[CH:17]=[CH:16][N:15]=[CH:14][CH:13]=2)[C:9]2[C:4](=[CH:5][C:6]([CH2:20][CH2:21][CH2:22][CH2:23][CH3:24])=[CH:7][C:8]=2[O:18][CH3:19])[O:3]1>C(O)C.[Pd]>[CH3:1][C:2]1([CH3:25])[CH2:11][CH:10]([C:12]2[CH:17]=[CH:16][N:15]=[CH:14][CH:13]=2)[C:9]2[C:4](=[CH:5][C:6]([CH2:20][CH2:21][CH2:22][CH2:23][CH3:24])=[CH:7][C:8]=2[O:18][CH3:19])[O:3]1. Procedure details: 2,2-Dimethyl-5-methoxy-7-n-pentyl-4-(4-pyridyl)-2H-chromene (3.90g.) was hydrogenated for 4.5 hours at 20° C and 30 p.s.i. in ethanol (100 ml) in the presence of 5% palladium on charcoal (0.50g.). The solution was filtered and evaporated to dryness under reduced pressure to yield 2,2-dimethyl-5-methoxy-7-n-pentyl-4-(4-pyridyl) chroman as a yellow oil (3.90g.). (This compound was also prepared in low yield via treatment of 2,2-dimethyl-7-n-pentyl-4-(4-pyridyl) chroman-5-ol with 1) sodium hydride ...